From a dataset of the Open Reaction Database (ORD), a public repository of structured organic reaction records. describe an organic reaction: reactants, conditions, products, and yield Starting materials: solution, C(#N)C=1C=C(C=CC1)[Zn]I ((3-cyanophenyl)(iodo)zinc), [BH4-].[Na+] (NaBH4), ClC(=O)C1=CC=C(C(=O)OC)C=C1 (methyl 4-(chlorocarbonyl)benzoate). The reagents and catalysts are C=1C=CC(=CC1)/C=C/C(=O)/C=C/C2=CC=CC=C2.C=1C=CC(=CC1)/C=C/C(=O)/C=C/C2=CC=CC=C2.C=1C=CC(=CC1)/C=C/C(=O)/C=C/C2=CC=CC=C2.[Pd].[Pd] (tris(dibenzylideneacetone)dipalladium(0)). Run in C1CCOC1 (THF). Reaction conditions: time 5 minute. The product is C(#N)C=1C=C(C=CC1)C(C1=CC=C(C(=O)OC)C=C1)O (Methyl 4-[(3-cyanophenyl)(hydroxy)methyl]benzoate). RXN SMILES: Cl[C:2]([C:4]1[CH:13]=[CH:12][C:7]([C:8]([O:10][CH3:11])=[O:9])=[CH:6][CH:5]=1)=[O:3].[C:14]([C:16]1[CH:17]=[C:18]([Zn]I)[CH:19]=[CH:20][CH:21]=1)#[N:15].[BH4-].[Na+]>C1COCC1.C1C=CC(/C=C/C(/C=C/C2C=CC=CC=2)=O)=CC=1.C1C=CC(/C=C/C(/C=C/C2C=CC=CC=2)=O)=CC=1.C1C=CC(/C=C/C(/C=C/C2C=CC=CC=2)=O)=CC=1.[Pd].[Pd]>[C:14]([C:16]1[CH:21]=[C:20]([CH:2]([OH:3])[C:4]2[CH:13]=[CH:12][C:7]([C:8]([O:10][CH3:11])=[O:9])=[CH:6][CH:5]=2)[CH:19]=[CH:18][CH:17]=1)#[N:15] |f:2.3,5.6.7.8.9|. Procedure details: A solution of 3.0 g (15 mmole) of methyl 4-(chlorocarbonyl)benzoate and 183 mg (0.2 mmole) of tris(dibenzylideneacetone)dipalladium(0) was cooled to 0° C. under N2. After 5 min, 32 mL of a 0.5 M solution of (3-cyanophenyl)(iodo)zinc in THF was added dropwise and the solution was stirred at rt. After 4 h, the reaction was quenched by addition of saturated NH4Cl solution and 30 mL ether. The layers were separated and the aqueous layer was washed with three 30 mL portions of ether. The combined org...